This data is from the Open Reaction Database (ORD), a public repository of structured organic reaction records. The task is: describe an organic reaction: reactants, conditions, products, and yield Starting materials: N[C@@H](CC(C)C)C(=O)O (leucine), O=C[C@H](O)[C@@H](O)[C@H](O)[C@H](O)CO (glucose), NC(=O)N (urea), N (ammonia), MgSO4.7H2O, OP(=O)(O)[O-].[K+] (KH2PO4), 400. Run at temperature 28 celsius, time 24 hour. The product is N[C@@H](CCCCN)C(=O)O (L-lysine). Reaction SMILES: O=C[C@@H]([C@H]([C@@H]([C@@H](CO)O)O)O)O.OP([O-])(O)=O.[K+].N[C:20]([NH2:22])=O.[NH2:23][C@H:24]([C:29]([OH:31])=[O:30])[CH2:25][CH:26](C)[CH3:27].N>>[NH2:23][C@H:24]([C:29]([OH:31])=[O:30])[CH2:25][CH2:26][CH2:27][CH2:20][NH2:22] |f:1.2|. Reported procedure: Corynebacterium glutamicum FERM-P 3633 used in Example 1 is used as a seed strain. The seed strain is inoculated in an Erlenmeyer flask of 300 ml containing 20 ml of the seed medium as used in Example 1, and cultured with shaking at 28° C. for 24 hours. One liter of the seed culture is inoculated in a jar fermenter of 30 l containing 10 l of a fermentation medium (pH 7.2) comprising 14 g/dl of blackstrap molasses (as glucose), 0.03 g/dl of MgSO4.7H2O, 0.07 g/dl of KH2PO4, 0.3 g/dl of urea, 1.8 g... The reactants are N1C(=S)NC=2N=CNC2C1=O (2-thioxanthine), ClCl (chlorine), monohydrate, Cl.ClC=1NC(C=2NC=NC2N1)=O (2-chlorohypoxanthine-hydrochloride), N1C(=S)NC=2N=CNC2C1=O (2-thioxanthine). The solvent is Cl (hydrochloric acid), Cl (hydrochloric acid). Yields the product O.Cl.ClC=1NC(C=2NC=NC2N1)=O (2-chlorohypoxanthine-hydrochloride monohydrate). As a reaction SMILES: Cl.[Cl:2][C:3]1[NH:4][C:5](=[O:12])[C:6]2[NH:7][CH:8]=[N:9][C:10]=2[N:11]=1.N1C(=O)C2NC=NC=2NC1=S.ClCl>Cl>[OH2:12].[ClH:2].[Cl:2][C:3]1[NH:4][C:5](=[O:12])[C:6]2[NH:7][CH:8]=[N:9][C:10]=2[N:11]=1 |f:0.1,5.6.7|. Procedure details: According to the invention, the objectives outlined above are achieved by first preparing the monohydrate of 2-chlorohypoxanthine-hydrochloride starting from commercial 2-thioxanthine by chlorination in the presence of concentrated hydrochloric acid. To do this, the 2-thioxanthine is first suspended in concentrated hydrochloric acid and chlorine is introduced into the reaction mixture over a period of 3 to 7 hours--preferably about 5 hours--at a temperature of 0° C. to 10° C.--preferably 2° C. t... Starting materials: O=C(n1ccnc1)n1ccnc1, NOCc1ccccc1, CC(C)CC1(CC(=O)O)CC(=O)N(CCc2ccccc2)C1=O, CN1CCOCC1, ClCCl, Cl. Product: CC(C)CC1(CC(=O)NOCc2ccccc2)CC(=O)N(CCc2ccccc2)C1=O. RXN SMILES: [C:1]([n:2]1[cH:3][cH:4][n:5][cH:6]1)([n:7]1[cH:8][cH:9][n:10][cH:11]1)=[O:12].[CH2:37]([c:38]1[cH:39][cH:40][cH:41][cH:42][cH:43]1)[O:44][NH2:45].[CH3:13][CH:14]([CH2:15][C:16]1([CH2:31][C:32](=[O:33])[OH:34])[C:17](=[O:30])[N:18]([CH2:22][CH2:23][c:24]2[cH:25][cH:26][cH:27][cH:28][cH:29]2)[C:19](=[O:21])[CH2:20]1)[CH3:35].[CH3:46][N:47]1[CH2:48][CH2:49][O:50][CH2:51][CH2:52]1.[Cl:53][CH2:54][Cl:55].[ClH:36]>>[CH3:13][CH:14]([CH2:15][C:16]1([CH2:31][C:32](=[O:33])[NH:45][O:44][CH2:37][c:38]2[cH:39][cH:40][cH:41][cH:42][cH:43]2)[C:17](=[O:30])[N:18]([CH2:22][CH2:23][c:24]2[cH:25][cH:26][cH:27][cH:28][cH:29]2)[C:19](=[O:21])[CH2:20]1)[CH3:35]. Starting materials: ClC1=NC2=CC=C(C=C2C=C1C(=O)O)Cl (2,6-dichloroquinoline-3-carboxylic acid), N[C@H](C(=O)O)CC1=CC=C(C=C1)OC1=NC=C(C=C1)Cl ((S)-2-amino-3-[4-(5-chloro-pyridin-2-yloxy)-phenyl]-propionic acid). The solvent is CS(=O)C (DMSO). Yields the product C(=O)(O)[C@H](CC1=CC=C(C=C1)OC1=NC=C(C=C1)Cl)NC1=NC2=CC=C(C=C2C=C1C(=O)O)Cl (2-{(S)-1-Carboxy-2-[4-(5-chloro-pyridin-2-yloxy)-phenyl]-ethylamino}-6-chloro-quinoline-3-carboxylic acid). As a reaction SMILES: Cl[C:2]1[C:11]([C:12]([OH:14])=[O:13])=[CH:10][C:9]2[C:4](=[CH:5][CH:6]=[C:7]([Cl:15])[CH:8]=2)[N:3]=1.[NH2:16][C@@H:17]([CH2:21][C:22]1[CH:27]=[CH:26][C:25]([O:28][C:29]2[CH:34]=[CH:33][C:32]([Cl:35])=[CH:31][N:30]=2)=[CH:24][CH:23]=1)[C:18]([OH:20])=[O:19]>CS(C)=O>[C:18]([C@@H:17]([NH:16][C:2]1[C:11]([C:12]([OH:14])=[O:13])=[CH:10][C:9]2[C:4](=[CH:5][CH:6]=[C:7]([Cl:15])[CH:8]=2)[N:3]=1)[CH2:21][C:22]1[CH:23]=[CH:24][C:25]([O:28][C:29]2[CH:34]=[CH:33][C:32]([Cl:35])=[CH:31][N:30]=2)=[CH:26][CH:27]=1)([OH:20])=[O:19]. Reported procedure: In close analogy to the procedure described in Example 109c, 2,6-dichloroquinoline-3-carboxylic acid is reacted with (S)-2-amino-3-[4-(5-chloro-pyridin-2-yloxy)-phenyl]-propionic acid (prepared by analogy to Example 109a,b) in DMSO to provide the title compound in good yield. Starting materials: Clc1cccc2scc(Nc3ccncc3)c12, Fc1ccc2c(CCCCl)noc2c1, [H-], [Na+], CN(C)C=O. Yields the product Fc1ccc2c(CCCN(c3ccncc3)c3csc4cccc(Cl)c34)noc2c1. As a reaction SMILES: [Cl:1][c:2]1[cH:3][cH:4][cH:5][c:6]2[s:7][cH:8][c:9]([NH:11][c:12]3[cH:13][cH:14][n:15][cH:16][cH:17]3)[c:10]12.[Cl:20][CH2:21][CH2:22][CH2:23][c:24]1[n:25][o:26][c:27]2[c:28]1[cH:29][cH:30][c:31]([F:33])[cH:32]2.[H-:19].[Na+:18].[O:34]=[CH:35][N:36]([CH3:37])[CH3:38]>>[Cl:1][c:2]1[cH:3][cH:4][cH:5][c:6]2[s:7][cH:8][c:9]([N:11]([c:12]3[cH:13][cH:14][n:15][cH:16][cH:17]3)[CH2:21][CH2:22][CH2:23][c:24]3[n:25][o:26][c:27]4[c:28]3[cH:29][cH:30][c:31]([F:33])[cH:32]4)[c:10]12. The reactants are NS(=O)(=O)NCc1ccccc1, CS(C)=O, COc1ccccc1Oc1c(Cl)nc(-c2ccnc(C#N)c2)nc1Cl, [K], O=C(O)CC(O)(CC(=O)O)C(=O)O. The product is COc1ccccc1Oc1c(Cl)nc(-c2ccnc(C#N)c2)nc1NS(=O)(=O)NCc1ccccc1. RXN SMILES: [CH2:27]([c:28]1[cH:29][cH:30][cH:31][cH:32][cH:33]1)[NH:34][S:35]([NH2:36])(=[O:37])=[O:38].[CH3:52][S:53]([CH3:54])=[O:55].[Cl:1][c:2]1[n:3][c:4](-[c:18]2[cH:19][c:20]([C:24]#[N:25])[n:21][cH:22][cH:23]2)[n:5][c:6]([Cl:17])[c:7]1[O:8][c:9]1[c:10]([O:15][CH3:16])[cH:11][cH:12][cH:13][cH:14]1.[K:26].[OH:39][C:40]([CH2:41][C:42]([C:43](=[O:44])[OH:45])([CH2:46][C:47](=[O:48])[OH:49])[OH:50])=[O:51]>>[Cl:1][c:2]1[n:3][c:4](-[c:18]2[cH:19][c:20]([C:24]#[N:25])[n:21][cH:22][cH:23]2)[n:5][c:6]([NH:36][S:35]([NH:34][CH2:27][c:28]2[cH:29][cH:30][cH:31][cH:32][cH:33]2)(=[O:37])=[O:38])[c:7]1[O:8][c:9]1[c:10]([O:15][CH3:16])[cH:11][cH:12][cH:13][cH:14]1. Starting materials: NC1=C(C=C(C#N)C=C1)OC1=C(C=CC=C1)Br (4-amino-3-(2-bromophenoxy)-benzonitrile), NC1=C(C=C(C#N)C=C1)OC1=C(C=CC=C1)Br (4-Amino-3-(2-bromophenoxy)-benzonitrile), C(C)(C)(C)OC(=O)N1CCC(CC1)=O (4-oxo-piperidine-1-carboxylic acid tert-butyl ester), C(C)(=O)O[BH-](OC(C)=O)OC(C)=O.[Na+] (sodium triacetoxyborohydride), C(C)(=O)O (acetic acid), C(C)(=O)O[BH-](OC(C)=O)OC(C)=O.[Na+] (sodium triacetoxyborohydride). Run in C(C)(=O)OCC (ethyl acetate), O (H2O), ClC(C)Cl (dichloroethane). Conditions: time 2 hour. Product: C(C)(C)(C)OC(=O)N1CCC(CC1)NC1=C(C=C(C=C1)C#N)OC1=C(C=CC=C1)Br (4-[2-(2-bromophenoxy)-4-cyanophenylamino]-piperidine-1-carboxylic acid tert-butyl ester). Yield: 46.0%. RXN SMILES: [NH2:1][C:2]1[CH:9]=[CH:8][C:5]([C:6]#[N:7])=[CH:4][C:3]=1[O:10][C:11]1[CH:16]=[CH:15][CH:14]=[CH:13][C:12]=1[Br:17].[C:18]([O:22][C:23]([N:25]1[CH2:30][CH2:29][C:28](=O)[CH2:27][CH2:26]1)=[O:24])([CH3:21])([CH3:20])[CH3:19].C(O[BH-](OC(=O)C)OC(=O)C)(=O)C.[Na+].C(O)(=O)C>ClC(Cl)C.C(OCC)(=O)C.O>[C:18]([O:22][C:23]([N:25]1[CH2:30][CH2:29][CH:28]([NH:1][C:2]2[CH:9]=[CH:8][C:5]([C:6]#[N:7])=[CH:4][C:3]=2[O:10][C:11]2[CH:16]=[CH:15][CH:14]=[CH:13][C:12]=2[Br:17])[CH2:27][CH2:26]1)=[O:24])([CH3:21])([CH3:19])[CH3:20] |f:2.3|. Procedure: To a solution of 4-amino-3-(2-bromophenoxy)-benzonitrile, 2a (0.8 g; 2.77 mmol) and 4-oxo-piperidine-1-carboxylic acid tert-butyl ester (1.1 g; 5.52 mmol) in dichloroethane (80 mL) was added sodium triacetoxyborohydride (1.17 g; 5.52 mmol) and acetic acid (0.16 mL; 2.8 mmol). The mixture was stirred for 2 h at rt. An additional 4 equiv of sodium triacetoxyborohydride was added, and the mixture was heated to 90° C. for 5 h. The mixture was allowed to cool to rt, diluted with ethyl acetate (15 mL)... The reactants are Fc1cccc(F)c1CBr, [N-]=[N+]=[N-], [N-]=[N+]=[N-], [Na+], O. Product: [N-]=[N+]=NCc1c(F)cccc1F. Reaction SMILES: [F:1][c:2]1[c:3]([CH2:4][Br:5])[c:6]([F:10])[cH:7][cH:8][cH:9]1.[N-:12]=[N+:13]=[N-:14].[N-:15]=[N+:16]=[N-:17].[Na+:11].[OH2:18]>>[F:1][c:2]1[c:3]([CH2:4][N:12]=[N+:13]=[N-:14])[c:6]([F:10])[cH:7][cH:8][cH:9]1. The reactants are OC1OC=2C(C1)=C(C=CC2[N+](=O)[O-])C(=O)OC (methyl 2-hydroxy-7-nitro-2,3-dihydrobenzofuran-4-carboxylate), O (water). Run in P(O)(O)(O)=O (phosphoric acid). Conditions: time 10 minute. Product: [N+](=O)([O-])C=1C=CC(=C2C=COC21)C(=O)OC (methyl 7-nitrobenzofuran-4-carboxylate). Yield: 33.9%. RXN SMILES: O[CH:2]1[CH2:6][C:5]2=[C:7]([C:14]([O:16][CH3:17])=[O:15])[CH:8]=[CH:9][C:10]([N+:11]([O-:13])=[O:12])=[C:4]2[O:3]1.O>P(=O)(O)(O)O>[N+:11]([C:10]1[CH:9]=[CH:8][C:7]([C:14]([O:16][CH3:17])=[O:15])=[C:5]2[C:4]=1[O:3][CH:2]=[CH:6]2)([O-:13])=[O:12]. Reported procedure: Methyl 2-hydroxy-7-nitro-2,3-dihydrobenzofuran-4-carboxylate 1e (2 g, 8.40 mmol) was suspended in 250 mL of 85% phosphoric acid, stirred for 10 minutes, puted into a 100° C. oil bath and stirred for another 20 minutes. The resulting reaction mixture was added with 50 mL of water, extracted with ethyl acetate (50 mL×3). The combined organic phase was washed with saturated sodium carbonate solution (50 mL×3) and saturated sodium chloride solution (50 mL×3) successively, then dried over anhydrous s... The reactants are C(CCC)(=O)C=1C(CC(CC1O)C1=C(C(=C(C=C1C)C)CSCCCC)C)=O (2-butyryl-5-[3-(n-butylthiomethyl)-2,4,6-trimethylphenyl]-3-hydroxycyclohex-2-en-1-one), Cl.C(C)ON (ethoxyamine hydrochloride), ( iv ). The product is C(CCC)SCC=1C(=C(C(=CC1C)C)C1CC(=C(C(C1)=O)C(CCC)=NOCC)O)C (5-[3-(n-Butylthiomethyl)-2,4,6-trimethylphenyl]-2-[1-(ethoxyimino)butyl]-3-hydroxycyclohex-2-en-1-one). RXN SMILES: [C:1]([C:6]1[C:7](=[O:28])[CH2:8][CH:9]([C:13]2[C:18]([CH3:19])=[CH:17][C:16]([CH3:20])=[C:15]([CH2:21][S:22][CH2:23][CH2:24][CH2:25][CH3:26])[C:14]=2[CH3:27])[CH2:10][C:11]=1[OH:12])(=O)[CH2:2][CH2:3][CH3:4].Cl.[CH2:30]([O:32][NH2:33])[CH3:31]>>[CH2:23]([S:22][CH2:21][C:15]1[C:14]([CH3:27])=[C:13]([CH:9]2[CH2:10][C:11](=[O:12])[C:6]([C:1](=[N:33][O:32][CH2:30][CH3:31])[CH2:2][CH2:3][CH3:4])=[C:7]([OH:28])[CH2:8]2)[C:18]([CH3:19])=[CH:17][C:16]=1[CH3:20])[CH2:24][CH2:25][CH3:26] |f:1.2|. Procedure details: 5-[3-(n-Butylthiomethyl)-2,4,6-trimethylphenyl]-2-[1-(ethoxyimino)butyl]-3-hydroxycyclohex-2-en-1-one (59) was prepared from 2-butyryl-5-[3-(n-butylthiomethyl)-2,4,6-trimethylphenyl]-3-hydroxycyclohex-2-en-1-one and ethoxyamine hydrochloride following essentially the same procedure as that described in Example 1, part (iv).